This data is from the Open Reaction Database (ORD), a public repository of structured organic reaction records. The task is: describe an organic reaction: reactants, conditions, products, and yield Starting materials: sansalvamide A peptide, N-carboxyanhydride, amine, N([C@@H](CC(C)C)C(=O)O)C(=O)OC(C)(C)C (Boc-Leu-OH), CCN(C(C)C)C(C)C (DIPEA), O1C(NC=C1)=O (oxazolone), [SiH4].N[C@@H](CC1=CC=CC=C1)C(=O)O (phenylalanine silane), O=C1C(NCCN1)=O (diketopiperazine), Cbz-. Run in CN(C)C(=[N+](C)C)ON1C2=C(C=CC=N2)N=N1.F[P-](F)(F)(F)(F)F (HATU), CN1CCCC1=O (NMP). The product is C[C@H]([C@@H](C(=O)O)NC(=O)[C@H](CCCCN)N)O (dipeptide 7). Reaction SMILES: [SiH4].[NH2:2][C@H:3](C(O)=O)[CH2:4][C:5]1C=CC=CC=1.O=C1[NH:20][CH2:19][CH2:18]NC1=O.[O:22]1C=CNC1=O.[NH:28]([C:37]([O:39]C(C)(C)C)=O)[C@H:29]([C:34]([OH:36])=[O:35])[CH2:30][CH:31](C)C.CCN(C(C)C)C(C)C>CN(C(ON1N=NC2C=CC=NC1=2)=[N+](C)C)C.F[P-](F)(F)(F)(F)F.CN1C(=O)CCC1>[CH3:31][C@@H:30]([OH:22])[C@H:29]([NH:28][C:37]([C@@H:3]([NH2:2])[CH2:4][CH2:5][CH2:18][CH2:19][NH2:20])=[O:39])[C:34]([OH:36])=[O:35] |f:0.1,6.7|. Reported procedure: As shown in FIG. 4, synthesis of sansalvamide A peptide analog 1 was initiated from the N-terminus of phenylalanine silane linker 2. A low loading level (0.09 mmol/g) of 2 was selected to avoid problems of oligomer formation during the final cyclization step. Boc protecting groups were employed for peptide chain extensions to reduce the possibility of diketopiperazine formation, which is prevalent when Fmoc deprotection is used. Although oxazolone or oxazolonium ion formation occurs when acylati...